From a dataset of the Open Reaction Database (ORD), a public repository of structured organic reaction records. describe an organic reaction: reactants, conditions, products, and yield Reactants: C(C1=CC=CC=C1)[C@@H](C[C@@H]([C@H](CC1=CC=CC=C1)NC(=O)OCC1=CN=CS1)O)NC([C@@H](NC(=O)N(C)CC=1N=C(SC1)C(C)C)C(C)C)=O (N1-((1S,3S,4S)-1-benzyl-3-hydroxy-5-phenyl-4-{[(1,3-thiazol-5-ylmethoxy)carbonyl]amino}pentyl)-N2-{[[(2-isopropyl-1,3-thiazol-4-yl)methyl](methyl)amino]carbonyl}-L-valinamide), C(C)(C)(C)OP(=O)(OC(C)(C)C)OCC(CC(=O)O)(C)C (4-[(di-tert-butoxyphosphoryl)oxy]-3,3-dimethylbutanoic acid), CCN=C=NCCCN(C)C (EDAC), C(C)(C)(C)OP(=O)(OC(C)(C)C)OCC(CC(=O)O)(C)C (4-[(di-tert-butoxyphosphoryl)oxy]-3,3-dimethylbutanoic acid), CCN=C=NCCCN(C)C (EDAC). Reagents/catalysts: CN(C1=CC=NC=C1)C (4-(dimethylamino)pyridine). Run in CN(C)C=O (DMF). The product is C(C)(C)(C)OP(=O)(OC(C)(C)C)OCC(CC(=O)O[C@@H](C[C@H](CC1=CC=CC=C1)NC([C@@H](NC(=O)N(C)CC=1N=C(SC1)C(C)C)C(C)C)=O)[C@H](CC1=CC=CC=C1)NC(=O)OCC1=CN=CS1)(C)C ((1S,3S)-3-[(N-{[[(2-isopropyl-1,3-thiazol-4-yl)methyl](methyl)amino]carbonyl}-L-valyl)amino]-4-phenyl-1-((1S)-2-phenyl-1-{[(1,3-thiazol-5-ylmethoxy)carbonyl]amino}ethyl)butyl 4-[(di-tert-butoxyphosphoryl)oxy]-3,3-dimethylbutanoate). Isolated yield 80.7%. Procedure: To a solution containing the compound of Example 1 (0.10 g, 0.14 mmol), the product from Example 10D (0.045 g), and 4-(dimethylamino)pyridine (0.017 g) in DMF (1.4 mL) was added EDAC (0.027 g), and the mixture was stirred at room temperature for 68 hours. Additional product from Example 10D (0.045 g) and EDAC (0.027 g) were added and the reaction mixture was stirred at room temperature for 18 hours. The solvent was evaporated and the concentrate was partitioned between ethyl acetate and aqueous ... Conditions: time 68 hour. As a reaction SMILES: [CH2:1]([C@H:8]([NH:30][C:31](=[O:50])[C@H:32]([CH:47]([CH3:49])[CH3:48])[NH:33][C:34]([N:36]([CH2:38][C:39]1[N:40]=[C:41]([CH:44]([CH3:46])[CH3:45])[S:42][CH:43]=1)[CH3:37])=[O:35])[CH2:9][C@H:10]([OH:29])[C@@H:11]([NH:19][C:20]([O:22][CH2:23][C:24]1[S:28][CH:27]=[N:26][CH:25]=1)=[O:21])[CH2:12][C:13]1[CH:18]=[CH:17][CH:16]=[CH:15][CH:14]=1)[C:2]1[CH:7]=[CH:6][CH:5]=[CH:4][CH:3]=1.[C:51]([O:55][P:56]([O:63][CH2:64][C:65]([CH3:71])([CH3:70])[CH2:66][C:67](O)=[O:68])([O:58][C:59]([CH3:62])([CH3:61])[CH3:60])=[O:57])([CH3:54])([CH3:53])[CH3:52].CCN=C=NCCCN(C)C>CN(C)C1C=CN=CC=1.CN(C=O)C>[C:51]([O:55][P:56]([O:63][CH2:64][C:65]([CH3:71])([CH3:70])[CH2:66][C:67]([O:29][C@H:10]([C@@H:11]([NH:19][C:20]([O:22][CH2:23][C:24]1[S:28][CH:27]=[N:26][CH:25]=1)=[O:21])[CH2:12][C:13]1[CH:18]=[CH:17][CH:16]=[CH:15][CH:14]=1)[CH2:9][C@@H:8]([NH:30][C:31](=[O:50])[C@H:32]([CH:47]([CH3:49])[CH3:48])[NH:33][C:34]([N:36]([CH2:38][C:39]1[N:40]=[C:41]([CH:44]([CH3:45])[CH3:46])[S:42][CH:43]=1)[CH3:37])=[O:35])[CH2:1][C:2]1[CH:3]=[CH:4][CH:5]=[CH:6][CH:7]=1)=[O:68])([O:58][C:59]([CH3:60])([CH3:61])[CH3:62])=[O:57])([CH3:54])([CH3:53])[CH3:52].